This data is from the Open Reaction Database (ORD), a public repository of structured organic reaction records. The task is: describe an organic reaction: reactants, conditions, products, and yield Starting materials: ClC1=CC=C2C3=C(N=C(C2=C1)O)C1=C(O3)C=CC(=C1)Cl (3,8-dichloro-5-hydroxyl-benzofuro[3,2-c]isoquinoline), ClC1=CC=C2C3=C(N=C(C2=C1)O)C1=C(O3)C=CC=C1 (3-chloro-benzofuro[3,2-c]isoquinoline-5-ol). Yields the product ClC1=CC=C2C3=C(N=C(C2=C1)Cl)C1=C(O3)C=CC(=C1)Cl (3,5,8-trichloro-benzofuro[3,2-c]isoquinoline). As a reaction SMILES: [Cl:1][C:2]1[CH:11]=[C:10]2[C:5]([C:6]3[O:15][C:14]4[CH:16]=[CH:17][C:18]([Cl:20])=[CH:19][C:13]=4[C:7]=3[N:8]=[C:9]2O)=[CH:4][CH:3]=1.[Cl:21]C1C=C2C(C3OC4C=CC=CC=4C=3N=C2O)=CC=1>>[Cl:1][C:2]1[CH:11]=[C:10]2[C:5]([C:6]3[O:15][C:14]4[CH:16]=[CH:17][C:18]([Cl:20])=[CH:19][C:13]=4[C:7]=3[N:8]=[C:9]2[Cl:21])=[CH:4][CH:3]=1. Reported procedure: The procedure was similar to step S19C, while the starting material was 27B in stead of 19B. The reactants are C1CCOC1, CC(C)NC(C)C, O=CN1CCCCC1, Clc1ccccn1, Ic1ccccc1, [Li]CCCC. The product is O=Cc1cccnc1Cl. RXN SMILES: [CH2:35]1[O:36][CH2:37][CH2:38][CH2:39]1.[CH:13]([NH:14][CH:15]([CH3:16])[CH3:17])([CH3:18])[CH3:19].[CH:27](=[O:28])[N:29]1[CH2:30][CH2:31][CH2:32][CH2:33][CH2:34]1.[Cl:20][c:21]1[cH:22][cH:23][cH:24][cH:25][n:26]1.[I:6][c:7]1[cH:8][cH:9][cH:10][cH:11][cH:12]1.[Li:1][CH2:2][CH2:3][CH2:4][CH3:5]>>[Cl:20][c:21]1[c:22]([CH:27]=[O:28])[cH:23][cH:24][cH:25][n:26]1. The reactants are ClC1=C(C(=O)NC2=CC(=NN2C2=CC=CC=C2)C(=O)OCC)C=C(C(=C1)Cl)C1=NC=CC=C1 (ethyl 5-(2,4-dichloro-5-(pyridin-2-yl)benzamido)-1-phenyl-1H-pyrazole-3-carboxylate), [Li+].[OH-] (LiOH), O (water), Cl (HCl). Solvent: industrial methylated spirit. Run at time 3 hour. Product: ClC1=C(C(=O)NC2=CC(=NN2C2=CC=CC=C2)C(=O)O)C=C(C(=C1)Cl)C1=NC=CC=C1 (5-(2,4-dichloro-5-(pyridin-2-yl)benzamido)-1-phenyl-1H-pyrazole-3-carboxylic acid). Isolated yield 83.3%. As a reaction SMILES: [Cl:1][C:2]1[CH:26]=[C:25]([Cl:27])[C:24]([C:28]2[CH:33]=[CH:32][CH:31]=[CH:30][N:29]=2)=[CH:23][C:3]=1[C:4]([NH:6][C:7]1[N:11]([C:12]2[CH:17]=[CH:16][CH:15]=[CH:14][CH:13]=2)[N:10]=[C:9]([C:18]([O:20]CC)=[O:19])[CH:8]=1)=[O:5].[Li+].[OH-].O.Cl>>[Cl:1][C:2]1[CH:26]=[C:25]([Cl:27])[C:24]([C:28]2[CH:33]=[CH:32][CH:31]=[CH:30][N:29]=2)=[CH:23][C:3]=1[C:4]([NH:6][C:7]1[N:11]([C:12]2[CH:13]=[CH:14][CH:15]=[CH:16][CH:17]=2)[N:10]=[C:9]([C:18]([OH:20])=[O:19])[CH:8]=1)=[O:5] |f:1.2|. Procedure: To a solution of ethyl 5-(2,4-dichloro-5-(pyridin-2-yl)benzamido)-1-phenyl-1H-pyrazole-3-carboxylate (Example 124, 2.5 g, 5.19 mmol) in industrial methylated spirit (50 mL) was added a 1M LiOH solution in water (26 mL, 26 mmol) and the reaction was stirred at room temperature for 3 hours. The reaction was acidified with 2M HCl (aq) (13 mL, 26 mmol) to afford a precipitate that was filtered and washed with industrial methylated spirit to afford the title compound (1.96 g, 83%). Starting materials: C(C)(CC)C1=CC=C(NCC(OCC)OCC)C=C1 (4-Sec-butyl-N-(2,2-diethoxyethyl)aniline), C(C)(CC)C1=CC=C(N)C=C1 (4-sec-butylaniline). Product: C(C)(C)C1=CC=C(NCC(OCC)OCC)C=C1 (4-Isopropyl-N-(2,2-diethoxyethyl)aniline). RXN SMILES: [CH:1]([C:5]1[CH:19]=[CH:18][C:8]([NH:9][CH2:10][CH:11]([O:15][CH2:16][CH3:17])[O:12][CH2:13][CH3:14])=[CH:7][CH:6]=1)([CH2:3]C)[CH3:2].C(C1C=CC(N)=CC=1)(CC)C>>[CH:1]([C:5]1[CH:19]=[CH:18][C:8]([NH:9][CH2:10][CH:11]([O:15][CH2:16][CH3:17])[O:12][CH2:13][CH3:14])=[CH:7][CH:6]=1)([CH3:2])[CH3:3]. Reported procedure: 4-Sec-butyl-N-(2,2-diethoxyethyl)aniline; from 4-sec-butylaniline (56%). Starting materials: BrC1=NN(C2=C1C=NC(=C2)NC(=O)N[C@H](C)C2=CC=CC=C2)C(C2=CC=CC=C2)(C2=CC=CC=C2)C2=CC=CC=C2 ((R)-1-(3-Bromo-1-trityl-1H-pyrazolo[4,3-c]pyridin-6-yl)-3-(1-phenylethyl)urea), BrC1=NN(C2=C1C=NC(=C2)NC(=O)N[C@H](C)C2=CC=CC=C2)C(C2=CC=CC=C2)(C2=CC=CC=C2)C2=CC=CC=C2 ((R)-1-(3-Bromo-1-trityl-1H-pyrazolo[4,3-c]pyridin-6-yl)-3-(1-phenylethyl)urea), C(C)[S-].[Na+] (sodium ethanethiolate), [O-2].[Al+3].[O-2].[O-2].[Al+3] (aluminum oxide). The solvent is CN(C)C=O (DMF), CCOC(=O)C (EtOAc). Conditions: temperature 100 celsius. The product is C(C)SC1=NN(C2=C1C=NC(=C2)NC(=O)N[C@H](C)C2=CC=CC=C2)C(C2=CC=CC=C2)(C2=CC=CC=C2)C2=CC=CC=C2 ((R)-1-(3-(ethylthio)-1-trityl-1H-pyrazolo[4,3-c]pyridin-6-yl)-3-(1-phenylethyl)urea). RXN SMILES: Br[C:2]1[C:6]2[CH:7]=[N:8][C:9]([NH:11][C:12]([NH:14][C@@H:15]([C:17]3[CH:22]=[CH:21][CH:20]=[CH:19][CH:18]=3)[CH3:16])=[O:13])=[CH:10][C:5]=2[N:4]([C:23]([C:36]2[CH:41]=[CH:40][CH:39]=[CH:38][CH:37]=2)([C:30]2[CH:35]=[CH:34][CH:33]=[CH:32][CH:31]=2)[C:24]2[CH:29]=[CH:28][CH:27]=[CH:26][CH:25]=2)[N:3]=1.[CH2:42]([S-:44])[CH3:43].[Na+].[O-2].[Al+3].[O-2].[O-2].[Al+3]>CN(C=O)C.CCOC(C)=O>[CH2:42]([S:44][C:2]1[C:6]2[CH:7]=[N:8][C:9]([NH:11][C:12]([NH:14][C@@H:15]([C:17]3[CH:22]=[CH:21][CH:20]=[CH:19][CH:18]=3)[CH3:16])=[O:13])=[CH:10][C:5]=2[N:4]([C:23]([C:36]2[CH:41]=[CH:40][CH:39]=[CH:38][CH:37]=2)([C:30]2[CH:35]=[CH:34][CH:33]=[CH:32][CH:31]=2)[C:24]2[CH:29]=[CH:28][CH:27]=[CH:26][CH:25]=2)[N:3]=1)[CH3:43] |f:1.2,3.4.5.6.7|. Reported procedure: (R)-1-(3-Bromo-1-trityl-1H-pyrazolo[4,3-c]pyridin-6-yl)-3-(1-phenylethyl)urea (Intermediate 14B; 59 mg, 0.098 mmol), sodium ethanethiolate (20.59 mg, 0.245 mmol), and aluminum oxide (100 mg, 0.979 mmol) were dissolved in DMF (2 mL) and heated in a microwave reactor to 100° C. for 2 h. The reaction mixture was diluted with EtOAc, filtered, and concentrated in vacuo while loading onto silica gel. The residue was purified by flash chromatography (7-60% EtOAc/hexane) to give (R)-1-(3-(ethylthio)-1-t... Reactants: [BH4-].C(CCC)[N+](CCCC)(CCCC)CCCC (tetra-n-butylammonium borohydride), C=C1C2C=3CC4C(C=CC(C4CC3C(C1=C)O2)=O)=O (1,2,3,4,8a,9,10,10a-octahydro-2,3-dimethylene-1,4-epoxyanthracene-5,8-dione), [Cl-].[NH4+] (ammonium chloride). Solvent: C(Cl)Cl (methylene chloride), C(Cl)Cl (methylene chloride), CO (methanol). Run at temperature -70 celsius, time 1.75 hour. Product: C=C1C2C=3CC4C(C=CC(C4CC3C(C1=C)O2)=O)O (1,2,3,4,5,8,8a,9,10,10a-decahydro-2,3-dimethylene-1,4-epoxy-8-hydroxy-anthracen-5-one). Isolated yield 74.0%. Reaction SMILES: [CH2:1]=[C:2]1[C:15](=[CH2:16])[CH:14]2[O:17][CH:3]1[C:4]1[CH2:5][CH:6]3[CH:11]([CH2:12][C:13]=12)[C:10](=[O:18])[CH:9]=[CH:8][C:7]3=[O:19].[BH4-].C([N+](CCCC)(CCCC)CCCC)CCC.[Cl-].[NH4+]>C(Cl)Cl.CO>[CH2:16]=[C:15]1[C:2](=[CH2:1])[CH:3]2[O:17][CH:14]1[C:13]1[CH2:12][CH:11]3[CH:6]([CH2:5][C:4]=12)[C:7](=[O:19])[CH:8]=[CH:9][CH:10]3[OH:18] |f:1.2,3.4|. Procedure details: A solution of 3.38 g of 1,2,3,4,8a,9,10,10a-octahydro-2,3-dimethylene-1,4-epoxyanthracene-5,8-dione in 50 ml of methylene chloride and 50 ml of methanol was cooled to -70° C. and treated under nitrogen with 2.04 g of tetra-n-butylammonium borohydride in 10 ml of methylene chloride. The mixture was then stirred at -70° C. for 1.75 hours. After the addition of 100 ml of aqueous ammonium chloride solution, the solution was stirred for a further 1 hour. The phases were separated, the aqueous phase w...